From a dataset of the Open Reaction Database (ORD), a public repository of structured organic reaction records. describe an organic reaction: reactants, conditions, products, and yield Starting materials: C(CC#C)OCC(=O)N1CC2=C(N=C(N=C2)NC2CC3=CC=CC=C3C2)CC1 (2-(but-3-yn-1-yloxy)-1-[2-(2,3-dihydro-1H-inden-2-ylamino)-7,8-dihydropyrido[4,3-d]pyrimidin-6(5H)-yl]ethanone), [Na].O=C1C(O)=C(O)[C@H](O1)[C@@H](O)CO (L-ascorbic acid sodium salt), N(=[N+]=[N-])[Si](C)(C)C (azidotrimethylsilane). Reagents/catalysts: O.O.O.O.O.S(=O)(=O)([O-])[O-].[Cu+2] (copper (II) sulfate pentahydrate). The solvent is CN(C=O)C (dimethylformamide), O (water), O (water). Yields the product C1C(CC2=CC=CC=C12)NC=1N=CC2=C(N1)CCN(C2)C(COCCC=2N=NNC2)=O (1-[2-(2,3-dihydro-1H-inden-2-ylamino)-7,8-dihydropyrido[4,3-d]pyrimidin-6(5H)-yl]-2-[2-(1H-1,2,3-triazol-4-yl)ethoxy]ethanone). The yield is 39.5%. RXN SMILES: [CH2:1]([O:5][CH2:6][C:7]([N:9]1[CH2:28][CH2:27][C:12]2[N:13]=[C:14]([NH:17][CH:18]3[CH2:26][C:25]4[C:20](=[CH:21][CH:22]=[CH:23][CH:24]=4)[CH2:19]3)[N:15]=[CH:16][C:11]=2[CH2:10]1)=[O:8])[CH2:2][C:3]#[CH:4].[Na].O=C1O[C@H]([C@H](CO)O)C(O)=C1O.[N:42]([Si](C)(C)C)=[N+:43]=[N-:44]>CN(C)C=O.O.O.O.O.O.O.S([O-])([O-])(=O)=O.[Cu+2]>[CH2:26]1[C:25]2[C:20](=[CH:21][CH:22]=[CH:23][CH:24]=2)[CH2:19][CH:18]1[NH:17][C:14]1[N:15]=[CH:16][C:11]2[CH2:10][N:9]([C:7](=[O:8])[CH2:6][O:5][CH2:1][CH2:2][C:3]3[N:42]=[N:43][NH:44][CH:4]=3)[CH2:28][CH2:27][C:12]=2[N:13]=1 |f:1.2,6.7.8.9.10.11.12,^1:28|. Procedure: Sparge a solution of 2-(but-3-yn-1-yloxy)-1-[2-(2,3-dihydro-1H-inden-2-ylamino)-7,8-dihydropyrido[4,3-d]pyrimidin-6(5H)-yl]ethanone (8.15 g, 21.7 mmol) and L-ascorbic acid sodium salt (8.58 g, 43.3 mmol) in dimethylformamide (60 mL) and water (60 mL) with nitrogen for ten minutes, then evacuate and backfill with nitrogen three times. Add copper (II) sulfate pentahydrate (1.08 g, 4.33 mmol) and heat to 90° C., then add azidotrimethylsilane (23.1 mL, 20.0 g, 173 mmol) dropwise and stir for one hou... Starting materials: mixture, NC1=C(C(=O)OC)C=CC=C1 (methyl 2-aminobenzoate), [Mg] (Magnesium), II (iodine), [Cl-].[NH4+] (ammonium chloride), NC1=CC=CC=C1 (aniline), C(C)I (ethyl iodide). Solvent: C(C)OCC (diethyl ether), C(C)OCC (diethyl ether). Conditions: time 0.5 hour. The product is NC1=C(C(=O)NC2=CC=CC=C2)C=CC=C1 (2-amino-N-phenylbenzamide). RXN SMILES: [Mg].II.C(I)C.[NH2:7][C:8]1[CH:13]=[CH:12][CH:11]=[CH:10][CH:9]=1.[NH2:14][C:15]1[CH:24]=[CH:23][CH:22]=[CH:21][C:16]=1[C:17]([O:19]C)=O.[Cl-].[NH4+]>C(OCC)C>[NH2:14][C:15]1[CH:24]=[CH:23][CH:22]=[CH:21][C:16]=1[C:17]([NH:7][C:8]1[CH:13]=[CH:12][CH:11]=[CH:10][CH:9]=1)=[O:19] |f:5.6|. Procedure: 9.6 g (0.4 mol) Magnesium, 0.1 g iodine and 180 ml anhydrous (sodium dried) diethyl ether were placed in a 2 liter flask equipped with magnetic stirrer, condenser, dropping funnel containing 62.4 g (0.4 mol) ethyl iodide and drying (CaCl2) tubes. The ethyl iodide was added dropwise slowly until the reaction started. The magnetic stirrer was then started and the remaining ethyl iodide added over a period of about 3/4 hr. It was not found necessary to apply external cooling. Stirring was continued...